The task is: describe an organic reaction: reactants, conditions, products, and yield. This data is from the Open Reaction Database (ORD), a public repository of structured organic reaction records. Starting materials: BrC1=CC=C(OC=2C=CC(=C(C2)O)SC)C=C1 (5-(4-Bromophenoxy)-2-(methylthio)phenol), C([O-])([O-])=O.[K+].[K+] (potassium carbonate), BrCC(=O)OC (methyl 2-bromoacetate), CS(=O)C (dimethylsulfoxide), glass. Solvent: O (water), CCCCCC.C(C)(=O)OCC (hexane ethyl acetate). Reaction conditions: time 8 hour. Yields the product BrC1=CC=C(OC=2C=CC(=C(SCC(=O)OC)C2)C)C=C1 (methyl 2-[5-(4-bromophenoxy)-2-methylthiophenoxy]acetate). Reaction SMILES: [Br:1][C:2]1[CH:17]=[CH:16][C:5]([O:6][C:7]2[CH:8]=[CH:9][C:10](SC)=[C:11](O)[CH:12]=2)=[CH:4][CH:3]=1.C(=O)([O-])[O-].[K+].[K+].Br[CH2:25][C:26]([O:28][CH3:29])=[O:27].C[S:31]([CH3:33])=O>CCCCCC.C(OCC)(=O)C.O>[Br:1][C:2]1[CH:17]=[CH:16][C:5]([O:6][C:7]2[CH:12]=[CH:11][C:10]([CH3:9])=[C:33]([CH:8]=2)[S:31][CH2:25][C:26]([O:28][CH3:29])=[O:27])=[CH:4][CH:3]=1 |f:1.2.3,6.7|. Reported procedure: 5-(4-Bromophenoxy)-2-(methylthio)phenol (0.05 mole), potassium carbonate (0.2 mole), methyl 2-bromoacetate (0.08 mole) and dimethylsulfoxide (200 ml) are charged into a 500 ml glass reaction flask equipped with a mechanical stirrer. The reaction mixture is stirred at room temperature for a period of about 8 hours. After this time the mixture is poured into 500 ml of water. The resulting mixture is extracted three times with 100 ml portions of methylene chloride. The extracts are then combined, w... Reactants: ClC=1C=C(C=CC1)N1C(O[C@]2(C1)CN([C@@H](C2)C(=O)O)C([C@H](C(C)(C)C)NC(CC2CCCCC2)=O)=O)=O ((5S,8S)-3-(3-chlorophenyl)-7-((S)-2-(2-cyclohexylacetamido)-3,3-dimethylbutanoyl)-2-oxo-1-oxa-3,7-diazaspiro[4.4]nonane-8-carboxylic acid), N[C@H](C(C(=O)NC1CC1)O)CCC ((3S)-3-amino-N-cyclopropyl-2-hydroxyhexanamide). The product is ClC=1C=C(C=CC1)N1C(O[C@]2(C1)CN([C@@H](C2)C(=O)N[C@H](C(C(=O)NC2CC2)O)CCC)C([C@H](C(C)(C)C)NC(CC2CCCCC2)=O)=O)=O ((5S,8S)-3-(3-chlorophenyl)-7-((S)-2-(2-cyclohexylacetamido)-3,3-dimethylbutanoyl)-N-((3S)-1-(cyclopropylamino)-2-hydroxy-1-oxohexan-3-yl)-2-oxo-1-oxa-3,7-diazaspiro[4.4]nonane-8-carboxamide). The yield is 32.6%. Reaction SMILES: [Cl:1][C:2]1[CH:3]=[C:4]([N:8]2[CH2:12][C@@:11]3([CH2:16][C@@H:15]([C:17]([OH:19])=O)[N:14]([C:20](=[O:36])[C@@H:21]([NH:26][C:27](=[O:35])[CH2:28][CH:29]4[CH2:34][CH2:33][CH2:32][CH2:31][CH2:30]4)[C:22]([CH3:25])([CH3:24])[CH3:23])[CH2:13]3)[O:10][C:9]2=[O:37])[CH:5]=[CH:6][CH:7]=1.[NH2:38][C@@H:39]([CH2:48][CH2:49][CH3:50])[CH:40]([OH:47])[C:41]([NH:43][CH:44]1[CH2:46][CH2:45]1)=[O:42]>>[Cl:1][C:2]1[CH:3]=[C:4]([N:8]2[CH2:12][C@@:11]3([CH2:16][C@@H:15]([C:17]([NH:38][C@@H:39]([CH2:48][CH2:49][CH3:50])[CH:40]([OH:47])[C:41]([NH:43][CH:44]4[CH2:45][CH2:46]4)=[O:42])=[O:19])[N:14]([C:20](=[O:36])[C@@H:21]([NH:26][C:27](=[O:35])[CH2:28][CH:29]4[CH2:30][CH2:31][CH2:32][CH2:33][CH2:34]4)[C:22]([CH3:25])([CH3:23])[CH3:24])[CH2:13]3)[O:10][C:9]2=[O:37])[CH:5]=[CH:6][CH:7]=1. Procedure: Following the procedure from Example 1 step 1 using (5S,8S)-3-(3-chlorophenyl)-7-((S)-2-(2-cyclohexylacetamido)-3,3-dimethylbutanoyl)-2-oxo-1-oxa-3,7-diazaspiro[4.4]nonane-8-carboxylic acid (D5) (23 mg, 43 μmol) and (3S)-3-amino-N-cyclopropyl-2-hydroxyhexanamide (15 mg, 65 μmol) gave 10 mg (14 μmol) of (5S,8S)-3-(3-chlorophenyl)-7-((S)-2-(2-cyclohexylacetamido)-3,3-dimethylbutanoyl)-N-((3S)-1-(cyclopropylamino)-2-hydroxy-1-oxohexan-3-yl)-2-oxo-1-oxa-3,7-diazaspiro[4.4]nonane-8-carboxamide (E5). ... Reactants: [Al], CC(C)(C)[Si](OCCC#N)(c1ccccc1)c1ccccc1, Cc1ccccc1, C[Al](C)C, [Cl-], ClCCl, [NH2-], [NH4+], c1ccccc1. Product: CC(C)(C)[Si](OCCC(=N)N)(c1ccccc1)c1ccccc1. RXN SMILES: [Al:29].[C:7]([CH3:8])([CH3:9])([CH3:10])[Si:11]([O:12][CH2:13][CH2:14][C:15]#[N:16])([c:17]1[cH:18][cH:19][cH:20][cH:21][cH:22]1)[c:23]1[cH:24][cH:25][cH:26][cH:27][cH:28]1.[CH3:31][c:32]1[cH:33][cH:34][cH:35][cH:36][cH:37]1.[CH3:3][Al:4]([CH3:5])[CH3:6].[Cl-:1].[Cl:44][CH2:45][Cl:46].[NH2-:30].[NH4+:2].[cH:38]1[cH:39][cH:40][cH:41][cH:42][cH:43]1>>[NH2:2][C:15]([CH2:14][CH2:13][O:12][Si:11]([C:7]([CH3:8])([CH3:9])[CH3:10])([c:17]1[cH:18][cH:19][cH:20][cH:21][cH:22]1)[c:23]1[cH:24][cH:25][cH:26][cH:27][cH:28]1)=[NH:16]. The reactants are O=C1CCC(O1)C=1SC2=C(N1)C=CC=C2 (2-(5-oxotetrahydrofuran-2-yl)-benzothiazole), [N+](=O)(O)[O-] (nitric acid), ice water. Run in S(O)(O)(=O)=O (sulfuric acid). Conditions: time 30 minute. Product: [N+](=O)([O-])C1=CC2=C(N=C(S2)C2OC(CC2)=O)C=C1 (6-Nitro-2-(5-oxotetrahydrofuran-2-yl)benzothiazole). As a reaction SMILES: [O:1]=[C:2]1[O:6][CH:5]([C:7]2[S:8][C:9]3[CH:15]=[CH:14][CH:13]=[CH:12][C:10]=3[N:11]=2)[CH2:4][CH2:3]1.[N+:16]([O-])([OH:18])=[O:17]>S(=O)(=O)(O)O>[N+:16]([C:14]1[CH:13]=[CH:12][C:10]2[N:11]=[C:7]([CH:5]3[CH2:4][CH2:3][C:2](=[O:1])[O:6]3)[S:8][C:9]=2[CH:15]=1)([O-:18])=[O:17]. Reported procedure: 504 g of the 2-(5-oxotetrahydrofuran-2-yl)-benzothiazole obtained in the Preparation Example 6 was dissolved in 2,000 ml of concentrated sulfuric acid. 188 ml of concentrated nitric acid was added dropwise to the solution at -5° to 0° C. and the mixture was stirred under the same conditions for 30 min. After stirring at 0° C. for additional 2 h, the reaction mixture was poured into about 30 l of ice/water. The precipitates thus formed were recovered by filtration, washed with water and then with... The reactants are OC(C=1C=NOC1C1CC1)C1=C(C=C(C=C1)C(F)(F)F)[N+](=O)[O-] (4-[hydroxy-(2-nitro-4-trifluoromethylphenyl)-methyl]-5-cyclopropylisoxazole), C(C)(=O)Cl (acetyl chloride), N1=CC=CC=C1 (pyridine). The solvent is ClCCl (dichloromethane). Conditions: temperature 0 celsius, time 4 hour. Yields the product C(C)(=O)OC(C=1C=NOC1C1CC1)C1=C(C=C(C=C1)C(F)(F)F)[N+](=O)[O-] (4-[acetoxy-(2-nitro-4-trifluoromethylphenyl)methyl]-5-cyclopropylisoxazole). Isolated yield 59.1%. RXN SMILES: [OH:1][CH:2]([C:11]1[CH:16]=[CH:15][C:14]([C:17]([F:20])([F:19])[F:18])=[CH:13][C:12]=1[N+:21]([O-:23])=[O:22])[C:3]1[CH:4]=[N:5][O:6][C:7]=1[CH:8]1[CH2:10][CH2:9]1.[C:24](Cl)(=[O:26])[CH3:25].N1C=CC=CC=1>ClCCl>[C:24]([O:1][CH:2]([C:11]1[CH:16]=[CH:15][C:14]([C:17]([F:18])([F:20])[F:19])=[CH:13][C:12]=1[N+:21]([O-:23])=[O:22])[C:3]1[CH:4]=[N:5][O:6][C:7]=1[CH:8]1[CH2:10][CH2:9]1)(=[O:26])[CH3:25]. Reported procedure: A mixture of 4-[hydroxy-(2-nitro-4-trifluoromethylphenyl)-methyl]-5-cyclopropylisoxazole (0.69 g), acetyl chloride (0.27 g) and pyridine (0.10 g) in dichloromethane (40 ml) was stirred at 0° C. for 4 hours. The mixture was quenched with water and extracted with dichloromethane. The organic extracts were dried (anhydrous magnesium sulphate) and filtered. The filtrate was evaporated to dryness. The residue was triturated with ether/petroleum ether to give 4-[acetoxy-(2-nitro-4-trifluoromethylpheny...